This data is from the Open Reaction Database (ORD), a public repository of structured organic reaction records. The task is: describe an organic reaction: reactants, conditions, products, and yield The reactants are C(C)(C)(C)OC(NCC1=CC(=C(C=C1)Cl)NC1=NC2=C(N1)C=C(C(=C2)Cl)N2CC1(CC1)CC2)=O ({3-[6-(5-aza-spiro[2.4]hept-5-yl)-5-chloro-1H-benzimidazol-2-ylamino]-4-chloro-benzyl}-carbamic acid tert-butyl ester), Cl (HCl). Solvent: C1CCOC1 (THF). The product is C1CC12CN(CC2)C=2C(=CC1=C(NC(=N1)NC=1C=C(CN)C=CC1Cl)C2)Cl (3-[6-(5-Aza-spiro[2.4]hept-5-yl]-5-chloro-1H-benzimidazol-2-ylamino]-4-chloro-benzylamine). RXN SMILES: C(OC(=O)[NH:7][CH2:8][C:9]1[CH:14]=[CH:13][C:12]([Cl:15])=[C:11]([NH:16][C:17]2[NH:21][C:20]3[CH:22]=[C:23]([N:27]4[CH2:33][CH2:32][C:29]5([CH2:31][CH2:30]5)[CH2:28]4)[C:24]([Cl:26])=[CH:25][C:19]=3[N:18]=2)[CH:10]=1)(C)(C)C.Cl>C1COCC1>[CH2:30]1[C:29]2([CH2:32][CH2:33][N:27]([C:23]3[C:24]([Cl:26])=[CH:25][C:19]4[N:18]=[C:17]([NH:16][C:11]5[CH:10]=[C:9]([CH:14]=[CH:13][C:12]=5[Cl:15])[CH2:8][NH2:7])[NH:21][C:20]=4[CH:22]=3)[CH2:28]2)[CH2:31]1. Procedure details: The sub-title compound was prepared in analogy to example 3, step (d) from {3-[6-(5-aza-spiro[2.4]hept-5-yl)-5-chloro-1H-benzimidazol-2-ylamino]-4-chloro-benzyl}-carbamic acid tert-butyl ester (50 mg, 0.1 mmol) and 6 M aq. HCl (0.40 mL) in THF (2 mL). The reactants are C1(=CC=CC=C1)C1=CSC=2NC=NC(C21)=O (5-phenylthieno[2,3-d]pyrimidin-4(1H)-one), BrCCCOC=1C=C(C=CC1)NC(C)=O (N-[3-(3-bromopropoxy)phenyl]acetamide), C([O-])([O-])=O.[K+].[K+] (potassium carbonate). The solvent is CN(C=O)C (N,N-dimethylformamide). Run at temperature 90 celsius. Yields the product C1(=CC=CC=C1)C1=CSC=2N=CN=C(C21)OCCCOC=2C=C(C=CC2)NC(C)=O (N-(3-{3-[(5-phenylthieno[2,3-d]pyrimidin-4-yl)oxy]propoxy}phenyl)acetamide). The yield is 66.0%. As a reaction SMILES: [C:1]1([C:7]2[C:15]3[C:14](=[O:16])[N:13]=[CH:12][NH:11][C:10]=3[S:9][CH:8]=2)[CH:6]=[CH:5][CH:4]=[CH:3][CH:2]=1.Br[CH2:18][CH2:19][CH2:20][O:21][C:22]1[CH:23]=[C:24]([NH:28][C:29](=[O:31])[CH3:30])[CH:25]=[CH:26][CH:27]=1.C(=O)([O-])[O-].[K+].[K+]>CN(C)C=O>[C:1]1([C:7]2[C:15]3[C:14]([O:16][CH2:18][CH2:19][CH2:20][O:21][C:22]4[CH:23]=[C:24]([NH:28][C:29](=[O:31])[CH3:30])[CH:25]=[CH:26][CH:27]=4)=[N:13][CH:12]=[N:11][C:10]=3[S:9][CH:8]=2)[CH:2]=[CH:3][CH:4]=[CH:5][CH:6]=1 |f:2.3.4|. Procedure: A mixture of 5-phenylthieno[2,3-d]pyrimidin-4(1H)-one (0.023 g, 0.10 mmol), N-[3-(3-bromopropoxy)phenyl]acetamide (0.0274 g, 0.10 mmol), potassium carbonate (0.0418 g, 0.30 mmol) and N,N-dimethylformamide (1.0 mL) was heated to 90° C. for 6 h. The reaction was then allowed to cool to room temperature and concentrated in vacuo. The residue was dissolved in ethyl acetate (30 mL), water (30 mL) was added, and the organic layer was separated, Concentration, followed by followed by silica gel column ...